This data is from the Open Reaction Database (ORD), a public repository of structured organic reaction records. The task is: describe an organic reaction: reactants, conditions, products, and yield Reactants: Brc1cc2ncccc2s1, CC(C)(C)OC(=O)N1CC2CC1CN2. The product is CC(C)(C)OC(=O)N1CC2CC1CN2c1cc2ncccc2s1. As a reaction SMILES: [Br:15][c:16]1[cH:17][c:18]2[n:19][cH:20][cH:21][cH:22][c:23]2[s:24]1.[CH:1]12[N:2]([C:8](=[O:9])[O:10][C:11]([CH3:12])([CH3:13])[CH3:14])[CH2:3][CH:4]([NH:5][CH2:6]1)[CH2:7]2>>[CH:1]12[N:2]([C:8](=[O:9])[O:10][C:11]([CH3:12])([CH3:13])[CH3:14])[CH2:3][CH:4]([N:5]([c:16]3[cH:17][c:18]4[n:19][cH:20][cH:21][cH:22][c:23]4[s:24]3)[CH2:6]1)[CH2:7]2. The solvent is ClCCl (dichloromethane), Cl (hydrochloric acid). Reactants: NC1=C(SC=C1)C(=O)NC1=C(C(=C(C=C1C)C)N1CCCC1)C (3-amino-N-(2,4,6-trimethyl-3-pyrrolidin-1-ylphenyl)thiophene-2-carboxamide), N1=CC=CC=C1 (pyridine), C1(=CC=CC=C1)S(=O)(=O)Cl (benzenesulfonyl chloride). Conditions: time 18 hour. The product is C1(=CC=CC=C1)S(=O)(=O)NC1=C(SC=C1)C(=O)NC1=C(C(=C(C=C1C)C)N1CCCC1)C (3-[(phenylsulfonyl)amino]-N-(2,4,6-trimethyl-3-pyrrolidin-1-ylphenyl)thiophene-2-carboxamide). As a reaction SMILES: [NH2:1][C:2]1[CH:6]=[CH:5][S:4][C:3]=1[C:7]([NH:9][C:10]1[C:15]([CH3:16])=[CH:14][C:13]([CH3:17])=[C:12]([N:18]2[CH2:22][CH2:21][CH2:20][CH2:19]2)[C:11]=1[CH3:23])=[O:8].N1C=CC=CC=1.[C:30]1([S:36](Cl)(=[O:38])=[O:37])[CH:35]=[CH:34][CH:33]=[CH:32][CH:31]=1>ClCCl.Cl>[C:30]1([S:36]([NH:1][C:2]2[CH:6]=[CH:5][S:4][C:3]=2[C:7]([NH:9][C:10]2[C:15]([CH3:16])=[CH:14][C:13]([CH3:17])=[C:12]([N:18]3[CH2:19][CH2:20][CH2:21][CH2:22]3)[C:11]=2[CH3:23])=[O:8])(=[O:38])=[O:37])[CH:35]=[CH:34][CH:33]=[CH:32][CH:31]=1. Procedure details: To a solution of the carboxamide (0.304 mmol) of step 1 above in dichloromethane (5 mL) in a 25 ml round bottom flask was added pyridine (0.304 mmol) and benzenesulfonyl chloride (0.304 mmol). The reaction mixture was stirred at room temperature for 18 hours. The reaction mixture was then diluted with hydrochloric acid (2N) and extracted with dichloromethane (2×15 mL). The combined organic extracts were washed with a saturated aqueous solution of sodium bicarbonate (2×10 mL). The organic layers ...